From a dataset of the Open Reaction Database (ORD), a public repository of structured organic reaction records. describe an organic reaction: reactants, conditions, products, and yield The reactants are Br, CC(C)c1ccc(S(=O)(=O)Cl)cc1, Cl, Nc1nc(-c2cccc([N+](=O)[O-])c2)cs1, c1ccncc1. The product is CC(C)c1ccc(S(=O)(=O)Nc2nc(-c3cccc([N+](=O)[O-])c3)cs2)cc1. RXN SMILES: [BrH:1].[CH:17]([CH3:18])([CH3:19])[c:20]1[cH:21][cH:22][c:23]([S:26](=[O:27])(=[O:28])[Cl:29])[cH:24][cH:25]1.[ClH:30].[N+:2](=[O:3])([O-:4])[c:5]1[cH:6][c:7](-[c:11]2[n:12][c:13]([NH2:16])[s:14][cH:15]2)[cH:8][cH:9][cH:10]1.[cH:31]1[cH:32][cH:33][n:34][cH:35][cH:36]1>>[N+:2](=[O:3])([O-:4])[c:5]1[cH:6][c:7](-[c:11]2[n:12][c:13]([NH:16][S:26]([c:23]3[cH:22][cH:21][c:20]([CH:17]([CH3:18])[CH3:19])[cH:25][cH:24]3)(=[O:27])=[O:28])[s:14][cH:15]2)[cH:8][cH:9][cH:10]1. The reactants are COCC=1C=NN(C1)C (4-(methoxymethyl)-1-methyl-1H-pyrazole), O1CCCC1 (tetrahydrofuran), C(CCC)[Li] (n-butyllithium), CCCCCC (hexane), C(C)(C)OB1OC(C(O1)(C)C)(C)C (2-isopropoxy-4,4,5,5-tetramethyl-1,3,2-dioxaborolane). Conditions: time 1 hour. Product: COCC=1C=NN(C1B1OC(C(O1)(C)C)(C)C)C (4-(methoxymethyl)-1-methyl-5-(4,4,5,5-tetramethyl-1,3,2-dioxaborolan-2-yl)-1H-pyrazole). As a reaction SMILES: [CH3:1][O:2][CH2:3][C:4]1[CH:5]=[N:6][N:7]([CH3:9])[CH:8]=1.O1CCCC1.C([Li])CCC.CCCCCC.C(O[B:30]1[O:34][C:33]([CH3:36])([CH3:35])[C:32]([CH3:38])([CH3:37])[O:31]1)(C)C>>[CH3:1][O:2][CH2:3][C:4]1[CH:5]=[N:6][N:7]([CH3:9])[C:8]=1[B:30]1[O:34][C:33]([CH3:36])([CH3:35])[C:32]([CH3:38])([CH3:37])[O:31]1. Procedure details: To a solution of 4-(methoxymethyl)-1-methyl-1H-pyrazole (261.0 mg, 2.069 mmol) in tetrahydrofuran (5 mL, 60 mmol) at 0° C. was added 1.6 M n-butyllithium in hexane (3.88 mL, 6.21 mmol). The solution was stirred at room temperature for 1 h and cooled to −78° C. To the solution was added 2-isopropoxy-4,4,5,5-tetramethyl-1,3,2-dioxaborolane (0.46 mL, 2.3 mmol). The reaction was stirred at −78° C. for 0.5 h and then warmed up to 0° C. (taking 0.5 h). The reaction mixture was quenched with brine, adj... The reactants are O=C(O)c1ccc(C(F)(F)C(F)(F)C(F)(C(F)(F)F)C(F)(F)F)cc1, O=S(Cl)Cl. Yields the product O=C(Cl)c1ccc(C(F)(F)C(F)(F)C(F)(C(F)(F)F)C(F)(F)F)cc1. RXN SMILES: [F:1][C:2]([C:3]([C:4]([C:5]([c:6]1[cH:7][cH:8][c:9]([C:10](=[O:11])[OH:12])[cH:13][cH:14]1)([F:15])[F:16])([F:17])[F:18])([C:19]([F:20])([F:21])[F:22])[F:23])([F:24])[F:25].[S:26]([Cl:27])([Cl:28])=[O:29]>>[F:1][C:2]([C:3]([C:4]([C:5]([c:6]1[cH:7][cH:8][c:9]([C:10](=[O:11])[Cl:28])[cH:13][cH:14]1)([F:15])[F:16])([F:17])[F:18])([C:19]([F:20])([F:21])[F:22])[F:23])([F:24])[F:25]. Starting materials: C1(=CC=CC=C1)OC(=O)N1CC2=C(N=NC(=C2)Cl)CC1 (3-chloro-5,6,7,8-tetrahydro-6-pyrido[4,3-c]pyridazinecarboxylic acid phenyl ester), O.NN (hydrazine hydrate). The product is C1(=CC=CC=C1)OC(=O)N1CC2=C(N=NC(=C2)NN)CC1 (3-Hydrazino-5,6,7,8-tetrahydro-6-pyrido [4,3-c]pyridazinecarboxylic acid phenyl ester). Reaction SMILES: [C:1]1([O:7][C:8]([N:10]2[CH2:20][CH2:19][C:13]3[N:14]=[N:15][C:16](Cl)=[CH:17][C:12]=3[CH2:11]2)=[O:9])[CH:6]=[CH:5][CH:4]=[CH:3][CH:2]=1.O.[NH2:22][NH2:23]>>[C:1]1([O:7][C:8]([N:10]2[CH2:20][CH2:19][C:13]3[N:14]=[N:15][C:16]([NH:22][NH2:23])=[CH:17][C:12]=3[CH2:11]2)=[O:9])[CH:6]=[CH:5][CH:4]=[CH:3][CH:2]=1 |f:1.2|. Procedure details: A solution of 20.3 g of crude oily 3-chloro-5,6,7,8-tetrahydro-6-pyrido[4,3-c]pyridazinecarboxylic acid phenyl ester in 100 cc of hydrazine hydrate is stirred in an oil bath of 100° for 11/2 hours. The reaction solution is concentrated in a vacuum and the residue is divided between 225 cc of chloroform and 25 cc of water. The crude title compound is obtained as semicrystalline residue upon concentrating the organic phase in a vacuum. The reactants are COC(=O)C(C#N)=C1CCCCN1, Cl, [Na+], [OH-]. Product: N#CC=C1CCCCN1. RXN SMILES: [CH3:1][O:2][C:3]([C:4](=[C:5]1[NH:6][CH2:7][CH2:8][CH2:9][CH2:10]1)[C:11]#[N:12])=[O:13].[ClH:14].[Na+:16].[OH-:15]>>[CH:4](=[C:5]1[NH:6][CH2:7][CH2:8][CH2:9][CH2:10]1)[C:11]#[N:12].